From a dataset of the Open Reaction Database (ORD), a public repository of structured organic reaction records. describe an organic reaction: reactants, conditions, products, and yield Starting materials: [N+](=O)([O-])C1=CC=C(C=C1)NN (4-nitrophenylhydrazine), N (ammonia), Cl (hydrochloric acid), CN(C=CC#N)C (3-dimethylaminoacrylonitrile), CN(C=CC#N)C (3-dimethylaminoacrylonitrile). Run in C(CC)O (n-propanol), O (water). Run at time 15 minute. The product is NC1=CC=NN1C1=CC=C(C=C1)[N+](=O)[O-] (5-Amino-1-(4-nitrophenyl)-1H-pyrazole). RXN SMILES: [N+:1]([C:4]1[CH:9]=[CH:8][C:7]([NH:10][NH2:11])=[CH:6][CH:5]=1)([O-:3])=[O:2].Cl.C[N:14](C)[CH:15]=[CH:16][C:17]#N.N>O.C(O)CC>[NH2:14][C:15]1[N:10]([C:7]2[CH:6]=[CH:5][C:4]([N+:1]([O-:3])=[O:2])=[CH:9][CH:8]=2)[N:11]=[CH:17][CH:16]=1. Procedure: 7.65 g (50 mmol) of 4-nitrophenylhydrazine was suspended in 70 mL of water and 10 mL of n-propanol and the suspension was heated to about 50° C. At this temperature, 5 g (50 mmol) of concentrated hydrochloric acid and 4.81 g (50 mmol) of 3-dimethylaminoacrylonitrile were then added. After an additional 15 minutes, 3.8 mL (50 mmol) of a 25% ammonia solution was added dropwise within 15 minutes. The reaction mixture was then allowed to agitate at about 50° C. until the 3-dimethylaminoacrylonitrile... Reagents/catalysts: [Pd] (Pd/C). Reported procedure: To a slurry of 4-(4-nitro-isoquinolin-1-yloxy)-piperidine-1-carboxylic acid tert-butyl ester (33.5 g, 89.7 mmol) in THF (300 mL) and ethanol (300 mL) add 10% Pd/C (1.80 g, 1.69 mmol) as a slurry in ethanol (25 mL). Place the mixture in a Parr shaker under hydrogen atmosphere (25-40 psi) at room temperature for 8 hours. Filter the mixture through a pad of diatomaceous earth and wash with ethanol until the filtrate is colorless. Concentrate the filtrate under reduced pressure to give dark oil. Sub... Reactants: C(C)(C)(C)OC(=O)N1CCC(CC1)OC1=NC=C(C2=CC=CC=C12)[N+](=O)[O-] (4-(4-nitro-isoquinolin-1-yloxy)-piperidine-1-carboxylic acid tert-butyl ester), CO.ClCCl (MeOH dichloromethane). Solvent: C1CCOC1 (THF), C(C)O (ethanol), C(C)O (ethanol). Yields the product C(C)(C)(C)OC(=O)N1CCC(CC1)OC1=NC=C(C2=CC=CC=C12)N (4-(4-amino-isoquinolin-1-yloxy)-piperidine-1-carboxylic acid tert-butyl ester). Reaction SMILES: [C:1]([O:5][C:6]([N:8]1[CH2:13][CH2:12][CH:11]([O:14][C:15]2[C:24]3[C:19](=[CH:20][CH:21]=[CH:22][CH:23]=3)[C:18]([N+:25]([O-])=O)=[CH:17][N:16]=2)[CH2:10][CH2:9]1)=[O:7])([CH3:4])([CH3:3])[CH3:2].CO.ClCCl>C1COCC1.C(O)C.[Pd]>[C:1]([O:5][C:6]([N:8]1[CH2:9][CH2:10][CH:11]([O:14][C:15]2[C:24]3[C:19](=[CH:20][CH:21]=[CH:22][CH:23]=3)[C:18]([NH2:25])=[CH:17][N:16]=2)[CH2:12][CH2:13]1)=[O:7])([CH3:4])([CH3:2])[CH3:3] |f:1.2|. Isolated yield 98.4%. Reactants: 50, C1(=CC=CC=C1)N=NC(C(C)=O)C(C)=O (3-(phenylazo)-2,4-pentanedione), Cl.C(C)(N)=N (ethanimidamide monohydrochloride), [Na] (sodium). Run in C(C)O (ethanol), C(C)O (ethanol). Conditions: time 8 hour. The product is CC1=CC(=NC(=C1N=NC1=CC=CC=C1)C)N (4,6-dimethyl-5-(phenylazo)-2-pyridinamine). The yield is 13.8%. RXN SMILES: [C:1]1([N:7]=[N:8][CH:9]([C:13](=O)[CH3:14])[C:10](=O)[CH3:11])[CH:6]=[CH:5][CH:4]=[CH:3][CH:2]=1.Cl.[C:17](=[NH:20])([NH2:19])[CH3:18].[Na]>C(O)C>[CH3:14][C:13]1[C:9]([N:8]=[N:7][C:1]2[CH:6]=[CH:5][CH:4]=[CH:3][CH:2]=2)=[C:10]([CH3:11])[N:20]=[C:17]([NH2:19])[CH:18]=1 |f:1.2,^1:20|. Procedure details: To a stirred solution of 50 parts of 3-(phenylazo)-2,4-pentanedione and 35 parts of ethanimidamide monohydrochloride in 711 parts of ethanol was added a solution of 8.5 parts of sodium in 126 parts of ethanol. After stirring overnight at room temperature, the precipitate was filtered off and the filtrate was stirred for 2 days at room temperature. The mixture was evaporated and the residue was diluted with a sodium hydroxide solution 10%. The separated aqueous layer was extracted with methylbenz... Starting materials: NCCCOC=1C=C(C=CC1)CN(C)C (3-(3-Aminopropoxy)-N,N-dimethylbenzenemethanamine), CSC1=NC=C(C(N1)=O)CC=1C=NC=CC1 (2-(methylthio)-5-[(3-pyridinyl)methyl]-4(3H)-pyrimidinone). The product is CN(C)CC=1C=C(OCCCNC2=NC=C(C(N2)=O)CC=2C=NC=CC2)C=CC1 (2-[[3-[3-[(Dimethylamino)methyl]phenoxy]propyl]amino]-5- (3-pyridinyl)methyl-4 (3H)-pyrimidinone). Isolated yield 56.9%. As a reaction SMILES: [NH2:1][CH2:2][CH2:3][CH2:4][O:5][C:6]1[CH:7]=[C:8]([CH2:12][N:13]([CH3:15])[CH3:14])[CH:9]=[CH:10][CH:11]=1.CS[C:18]1[NH:23][C:22](=[O:24])[C:21]([CH2:25][C:26]2[CH:27]=[N:28][CH:29]=[CH:30][CH:31]=2)=[CH:20][N:19]=1>>[CH3:15][N:13]([CH2:12][C:8]1[CH:7]=[C:6]([CH:11]=[CH:10][CH:9]=1)[O:5][CH2:4][CH2:3][CH2:2][NH:1][C:18]1[NH:23][C:22](=[O:24])[C:21]([CH2:25][C:26]2[CH:27]=[N:28][CH:29]=[CH:30][CH:31]=2)=[CH:20][N:19]=1)[CH3:14]. Reported procedure: 3-(3-Aminopropoxy)-N,N-dimethylbenzenemethanamine (0.98 g) and 2-(methylthio)-5-[(3-pyridinyl)methyl]-4(3H)-pyrimidinone (1 g) were heated at 140° for 16 h. The residue, after column chromatography (silica/methanol -0.88 ammonia, 79:1) gave the title compound as a yellow gum (0.96 g). The reactants are C(C)OC(=CC1=NCCC1)C1=CC=CC=C1.F[B-](F)(F)F (2-[2-ethoxy-2-phenyl-ethenyl]-1-pyrroline tetrafluoroborate), CS(=O)(=O)O (methanesulphonic acid). Solvent: C(C)NCC (diethylamine). Product: C(C)N(C(=CC1=NCCC1)C1=CC=CC=C1)CC (2-[2-(diethylamino)-2-phenyl-ethenyl]-1-pyrroline-), CS(=O)(=O)[O-] (methanesulphonate). RXN SMILES: C(O[C:4]([C:11]1[CH:16]=[CH:15][CH:14]=[CH:13][CH:12]=1)=[CH:5][C:6]1[CH2:10][CH2:9][CH2:8][N:7]=1)C.F[B-](F)(F)F.[CH3:22][S:23]([OH:26])(=[O:25])=[O:24]>C(NCC)C>[CH2:6]([N:7]([CH2:8][CH3:9])[C:4]([C:11]1[CH:12]=[CH:13][CH:14]=[CH:15][CH:16]=1)=[CH:5][C:6]1[CH2:10][CH2:9][CH2:8][N:7]=1)[CH3:5].[CH3:22][S:23]([O-:26])(=[O:25])=[O:24] |f:0.1|. Procedure: The solution of 9.1 g (0.03 mole) of 2-[2-ethoxy-2-phenyl-ethenyl]-1-pyrroline-tetrafluoroborate in 25 ml of diethylamine is refluxed for 12 hours; it is then processed analogously to Example 1 to yield crude 2-[2-(diethylamino)-2-phenyl-ethenyl]-1-pyrroline. By the addition of 2.8 g of methanesulphonic acid to the solution of the crude base in isopropanol, removal of the crystals by filtration and recrystallisation from isopropanol, there is obtained 2-[2-(diethylamino)-2-phenyl-ethenyl]-1-pyrr... Reactants: C(C1=CC=CC=C1)(=O)N=C=S (benzoyl isothiocyanate), NC1=C(C(=O)N)C=CC=C1 (2-aminobenzamide). Run in CCOCC (ether), CCOCC (ether). Run at time 48 hour. Yields the product NC(=O)C1=C(C=CC=C1)NC(NC(C1=CC=CC=C1)=O)=S (N-[[[2-(Aminocarbonyl)phenyl]amino]thioxomethyl)benzamide). Yield: 95.0%. As a reaction SMILES: [NH2:1][C:2]1[CH:10]=[CH:9][CH:8]=[CH:7][C:3]=1[C:4]([NH2:6])=[O:5].[C:11]([N:19]=[C:20]=[S:21])(=[O:18])[C:12]1[CH:17]=[CH:16][CH:15]=[CH:14][CH:13]=1>CCOCC>[NH2:6][C:4]([C:3]1[CH:7]=[CH:8][CH:9]=[CH:10][C:2]=1[NH:1][C:20](=[S:21])[NH:19][C:11](=[O:18])[C:12]1[CH:17]=[CH:16][CH:15]=[CH:14][CH:13]=1)=[O:5]. Reported procedure: To a stirred mixture of 13.6 g of 2-aminobenzamide and 200 ml of ether Was added dropwise, a solution of 16.3 g of benzoyl isothiocyanate in 100 ml of ether over 30 minutes. After standing 48 hours, the solid Was collected, giving 28.4 g of the desired product as grey crystals, mp 190°-192° C. The reactants are Cl.C(C)C1N(CC2=CC(=CC=C2C1)[N+](=O)[O-])C (3-ethyl-2-methyl-7-nitro-1,2,3,4-tetrahydroisoquinoline hydrochloride), Cl.C(C)(C)O (isopropanol-HCl), Pd--C. The solvent is CO (methanol). Reaction conditions: time 1 hour. Yields the product Cl.Cl.NC1=CC=C2CC(N(CC2=C1)C)CC (7-Amino-3-ethyl-2-methyl-1,2,3,4-tetrahydroisoquinoline Dihydrochloride). Isolated yield 192.2%. As a reaction SMILES: [ClH:1].[CH2:2]([CH:4]1[CH2:13][C:12]2[C:7](=[CH:8][C:9]([N+:14]([O-])=O)=[CH:10][CH:11]=2)[CH2:6][N:5]1[CH3:17])[CH3:3].Cl.C(O)(C)C>CO>[ClH:1].[ClH:1].[NH2:14][C:9]1[CH:8]=[C:7]2[C:12]([CH2:13][CH:4]([CH2:2][CH3:3])[N:5]([CH3:17])[CH2:6]2)=[CH:11][CH:10]=1 |f:0.1,2.3,5.6.7|. Reported procedure: To a pressure bottle charged with 3-ethyl-2-methyl-7-nitro-1,2,3,4-tetrahydroisoquinoline hydrochloride (3.6 g, 17 mmols) dissolved in methanol (100 ml) and saturated isopropanol-HCl (20 ml) was added 10% Pd--C (250 mg), and the reaction was hydrogenated for 1 h. The catalyst was removed by filtration and the solvent evaporated to give the title compound (4.3 g). The product is CC(=O)C1=CC(=C(C=C1Cl)F)F (2-chloro-4,5-difluoroacetophenone). RXN SMILES: [Cl:1][C:2]1[CH:10]=[C:9]([F:11])[C:8]([F:12])=[CH:7][C:3]=1[C:4]([OH:6])=O.Cl[C:14]1C=CC(F)=C(F)C=1>>[CH3:14][C:4]([C:3]1[C:2]([Cl:1])=[CH:10][C:9]([F:11])=[C:8]([F:12])[CH:7]=1)=[O:6]. Isolated yield 82.0%. Reported procedure: According to the process disclosed in EP-A2-303,291, 2-chloro-4,5-difluorobenzoic acid is prepared by acylating 1-chloro-3,4-difluorobenzene to give 2-chloro-4,5-difluoroacetophenone with a yield of 82% of theory and then oxidizing with sodium hypochlorite to 2-chloro-4,5-difluorobenzoic acid in a yield of 85.1% of theory. The total yield of this process thus only amounts to about 70% of theory, relative to the 1-chloro-3,4-difluorobenzene as the starting material. It is further a disadvantage o... Reactants: ClC1=C(C(=O)O)C=C(C(=C1)F)F (2-chloro-4,5-difluorobenzoic acid), ClC1=CC(=C(C=C1)F)F (1-chloro-3,4-difluorobenzene).